From a dataset of the Open Reaction Database (ORD), a public repository of structured organic reaction records. describe an organic reaction: reactants, conditions, products, and yield The reactants are CC(C)(C)OC(=O)NC(Cc1ccccc1)C(=O)NC1CCOC1O, CC(=O)OC(C)=O, CN(C)c1ccncc1, O. Product: CC(=O)OC1OCCC1NC(=O)C(Cc1ccccc1)NC(=O)OC(C)(C)C. As a reaction SMILES: [C:1]([CH3:2])([CH3:3])([CH3:4])[O:5][C:6](=[O:7])[NH:8][CH:9]([CH2:10][c:11]1[cH:12][cH:13][cH:14][cH:15][cH:16]1)[C:17](=[O:18])[NH:19][CH:20]1[CH:21]([OH:25])[O:22][CH2:23][CH2:24]1.[CH3:27][C:28](=[O:29])[O:30][C:31](=[O:32])[CH3:33].[CH3:34][N:35]([CH3:36])[c:37]1[cH:38][cH:39][n:40][cH:41][cH:42]1.[OH2:26]>>[C:1]([CH3:2])([CH3:3])([CH3:4])[O:5][C:6](=[O:7])[NH:8][CH:9]([CH2:10][c:11]1[cH:12][cH:13][cH:14][cH:15][cH:16]1)[C:17](=[O:18])[NH:19][CH:20]1[CH:21]([O:25][C:28]([CH3:27])=[O:29])[O:22][CH2:23][CH2:24]1. Yields the product FC=1C=CC(=NC1)C1=NOC(=N1)C1=CC(=CC(=C1)C#N)N (3-(5-fluoropyrid-2-yl)-5-(3-amino-5-cyanophenyl)-1,2,4-oxadiazole). The yield is 23.3%. Procedure: 3-(5-fluoropyrid-2-yl)-5-(3-cyano-5-nitrophenyl)-1,2,4-oxadiazole (30 mg, 0.096 mmol) and tin(II) chloride dihydrate (109 mg, 0.48 mmol) in ethanol (1 mL) were sealed in a glass vial and then heated at 78 oC for 2 hours. The reaction was cooled and dichloromethane was added to the reaction mixture. The organic layer was washed with water and saturated brine, dried over anhydrous sodium sulfate, filtered, and concentrated. Silica gel chromatography of the residue using hexanes:ethyl acetate:dichl... Reaction SMILES: [F:1][C:2]1[CH:3]=[CH:4][C:5]([C:8]2[N:12]=[C:11]([C:13]3[CH:18]=[C:17]([N+:19]([O-])=O)[CH:16]=[C:15]([C:22]#[N:23])[CH:14]=3)[O:10][N:9]=2)=[N:6][CH:7]=1.O.O.[Sn](Cl)Cl.ClCCl>C(O)C>[F:1][C:2]1[CH:3]=[CH:4][C:5]([C:8]2[N:12]=[C:11]([C:13]3[CH:14]=[C:15]([C:22]#[N:23])[CH:16]=[C:17]([NH2:19])[CH:18]=3)[O:10][N:9]=2)=[N:6][CH:7]=1 |f:1.2.3|. Reactants: FC=1C=CC(=NC1)C1=NOC(=N1)C1=CC(=CC(=C1)[N+](=O)[O-])C#N (3-(5-fluoropyrid-2-yl)-5-(3-cyano-5-nitrophenyl)-1,2,4-oxadiazole), O.O.[Sn](Cl)Cl (tin(II) chloride dihydrate), ClCCl (dichloromethane). Run in C(C)O (ethanol). Reactants: [Na] (sodium), C(CC)SC=1N=NNC1 (4-propylthio-1,2,3-triazole), O (water), S(=O)([O-])OS(=O)[O-].[Na+].[Na+] (sodium disulfite), O (water). Solvent: C(C)(=O)O (acetic acid). Conditions: temperature 45 celsius, time 10 minute. Yields the product C(CC)S(=O)(=O)C=1N=NNC1 (4-propylsulfonyl-1,2,3-triazole). As a reaction SMILES: [Na].[CH2:2]([S:5][C:6]1[N:7]=[N:8][NH:9][CH:10]=1)[CH2:3][CH3:4].S(OS([O-])=O)([O-])=[O:12].[Na+].[Na+].[OH2:20]>C(O)(=O)C>[CH2:2]([S:5]([C:6]1[N:7]=[N:8][NH:9][CH:10]=1)(=[O:12])=[O:20])[CH2:3][CH3:4] |f:2.3.4,^1:0|. Reported procedure: 170.5 g (1.08 mole) of sodium permangamate are added batchwise within a period of 30 minutes at 45° to 55° C. to a solution of 103.2 g (0.72 mole) of 4-propylthio-1,2,3-triazole in 320 ml acetic acid and 420 ml water. The solution is then stirred for 10 minutes at 45° C. and reacted at 20° C. with a solution of 159.8 g (0.84 mole) of sodium disulfite in 500 ml water up to complete decolorization. Thereupon extraction is effected four times with 250 ml of acetic acid ester. The organic phase is t... The reactants are B, C1CCOC1, CCOC(C)=O, CC(N)(C(=O)O)c1cc(Br)cc([N+](=O)[O-])c1. Product: CC(N)(CO)c1cc(Br)cc([N+](=O)[O-])c1. As a reaction SMILES: [BH3:22].[CH2:17]1[O:18][CH2:19][CH2:20][CH2:21]1.[CH3:23][CH2:24][O:25][C:26](=[O:27])[CH3:28].[NH2:1][C:2]([C:3](=[O:4])[OH:5])([CH3:6])[c:7]1[cH:8][c:9]([Br:16])[cH:10][c:11]([N+:13](=[O:14])[O-:15])[cH:12]1>>[NH2:1][C:2]([CH2:3][OH:4])([CH3:6])[c:7]1[cH:8][c:9]([Br:16])[cH:10][c:11]([N+:13](=[O:14])[O-:15])[cH:12]1. Starting materials: C(C)OC=1C=C(C=C(C1)OCC)O (3,5-diethoxyphenol), BrC(C(=O)OC)C1=CC=C(C=C1)Br (methyl bromo(4-bromophenyl)acetate), C([O-])([O-])=O.[K+].[K+] (potassium carbonate). Run in CC(CC)=O (2-butanone). Yields the product COC(C(OC1=CC(=CC(=C1)OCC)OCC)C1=CC=C(C=C1)Br)=O (Methyl(4-bromophenyl)-(3,5-diethoxyphenoxy)acetate). As a reaction SMILES: [CH2:1]([O:3][C:4]1[CH:5]=[C:6]([OH:13])[CH:7]=[C:8]([O:10][CH2:11][CH3:12])[CH:9]=1)[CH3:2].Br[CH:15]([C:20]1[CH:25]=[CH:24][C:23]([Br:26])=[CH:22][CH:21]=1)[C:16]([O:18][CH3:19])=[O:17].C(=O)([O-])[O-].[K+].[K+]>CC(=O)CC>[CH3:19][O:18][C:16](=[O:17])[CH:15]([C:20]1[CH:25]=[CH:24][C:23]([Br:26])=[CH:22][CH:21]=1)[O:13][C:6]1[CH:7]=[C:8]([O:10][CH2:11][CH3:12])[CH:9]=[C:4]([O:3][CH2:1][CH3:2])[CH:5]=1 |f:2.3.4|. Reported procedure: 20.0 g (110 mmol) of 3,5-diethoxyphenol and 30.7 g (99.8 mmol) of methyl bromo(4-bromophenyl)acetate are dissolved in 39 ml of 2-butanone under argon at RT, and 31.0 g (225 mmol) of potassium carbonate are added. The reaction mixture is heated under RF for 4 h. After cooling, the precipitate is filtered off with suction and washed with 2-butanone, and the filtrate is concentrated. Chromatography on silica gel 60 (mobile phase: toluene) results in 33.1 g (81% of theory) of the product. Reactants: methyl imidate, C(C)(=O)[O-].[NH4+] (ammonium acetate), C(C)(C)(C)NS(=O)(=O)C1=C(C=CC=C1)C1=CC=C(C=C1)NC(\C=C(\C(C)C)/C1=CC(=CC=C1)C#N)=O ((2Z)-N-[4-(2-{[(tert-butyl)amino]sulfonyl}phenyl)phenyl]-3-(3-cyanophenyl)-4-methylpent-2-enamide), C(C)(=O)OCC (ethyl acetate). Run in CO (methanol), CO (methanol). Run at time 8 hour. Yields the product CC(C)/C(=C/C(NC1=CC=C(C=C1)C1=C(C=CC=C1)S(N)(=O)=O)=O)/C=1C=C(C=CC1)C(=N)N (3-((1Z)-1-(methylethyl)-2-{N-[4-(2-sulfamoylphenyl)phenyl]carbamoyl}vinyl)benzene carboxamidine). Yield: 42.8%. RXN SMILES: C([NH:5][S:6]([C:9]1[CH:14]=[CH:13][CH:12]=[CH:11][C:10]=1[C:15]1[CH:20]=[CH:19][C:18]([NH:21][C:22](=[O:36])/[CH:23]=[C:24](\[C:28]2[CH:33]=[CH:32][CH:31]=[C:30]([C:34]#[N:35])[CH:29]=2)/[CH:25]([CH3:27])[CH3:26])=[CH:17][CH:16]=1)(=[O:8])=[O:7])(C)(C)C.C(OCC)(=O)C.C([O-])(=O)C.[NH4+:47]>CO>[CH3:27][CH:25](/[C:24](/[C:28]1[CH:29]=[C:30]([C:34]([NH2:35])=[NH:47])[CH:31]=[CH:32][CH:33]=1)=[CH:23]/[C:22](=[O:36])[NH:21][C:18]1[CH:17]=[CH:16][C:15]([C:10]2[CH:11]=[CH:12][CH:13]=[CH:14][C:9]=2[S:6](=[O:8])(=[O:7])[NH2:5])=[CH:20][CH:19]=1)[CH3:26] |f:2.3|. Procedure details: To a solution of crude (2Z)-N-[4-(2-{[(tert-butyl)amino]sulfonyl}phenyl)phenyl]-3-(3-cyanophenyl)-4-methylpent-2-enamide (190 mg, 0.379 mmol) in 10 ml 1:1 ethyl acetate:anhydrous methanol cooled to −78° C. was bubbled HCl gas until saturation was achieved. Reaction was allowed to warm to room temperature and stirred overnight. The reaction was then concentrated in vacuo and dried under hi vacuum. The dried methyl imidate residue was dissolved in 5 ml anhydrous methanol to which ammonium acetate ...